Dataset: the Open Reaction Database (ORD), a public repository of structured organic reaction records. Task: describe an organic reaction: reactants, conditions, products, and yield The reactants are CC1=CC=C(C=C1)CCC(=O)O (3-(4-Methylphenyl)propanoic acid), S(=O)(Cl)Cl (thionyl chloride). Product: CC1=CC=C(C=C1)CCC(=O)Cl (3-(4-methylphenyl)propanoyl chloride). RXN SMILES: [CH3:1][C:2]1[CH:7]=[CH:6][C:5]([CH2:8][CH2:9][C:10]([OH:12])=O)=[CH:4][CH:3]=1.S(Cl)([Cl:15])=O>>[CH3:1][C:2]1[CH:7]=[CH:6][C:5]([CH2:8][CH2:9][C:10]([Cl:15])=[O:12])=[CH:4][CH:3]=1. Reported procedure: 3-(4-Methylphenyl)propanoic acid (0.055 moles, 9 g) is dissolved in thionyl chloride (1.008 moles, 120 g). The mixture is stirred for 30' at r.t., then refluxed for 1 h 30', evaporated under vacuum to an oil and taken up with toluene and hexane, each time evaporating to dryness. Yield: 12.4 g The reactants are C(C)(C)(C)OC(N[C@@H](CC=1SC=CC1)C(NCCCN1CCCC1)=O)=O ([(S)-1-(3-Pyrrolidin-1-yl-propylcarbamoyl)-2-thiophen-2-yl-ethyl]-carbamic acid tert-butyl ester), C(CCl)Cl (EDC), C=1C=CC2=C(C1)N=NN2O (HOBT), C(C)(C)(C)OC(=O)N[C@H](C(=O)O)CC=1SC=CC1 ((S)-2-tert-butoxycarbonylamino-3-thiophen-2-yl-propionic acid), N1(CCCC1)CCCN (3-pyrrolidin-1-yl-propylamine), CN1CCOCC1 (N-methyl morpholine). The solvent is CCOC(=O)C (EtOAc), CN(C)C=O (DMF). Reaction conditions: time 15 hour. The product is C1(=CC=C(C=C1)NC(N[C@H](C(=O)NCCCN1CCCC1)CC=1SC=CC1)=O)C1=CC=CC=C1 ((S)-2-(3-Biphenyl-4-yl-ureido)-N-(3-pyrrolidin-1-yl-propyl)-3-thiophen-2-yl-propionamide). Isolated yield 64.0%. RXN SMILES: C(O[C:6](=[O:26])[NH:7][C@H:8]([C:15](=[O:25])[NH:16][CH2:17][CH2:18][CH2:19][N:20]1[CH2:24][CH2:23][CH2:22][CH2:21]1)[CH2:9][C:10]1[S:11][CH:12]=[CH:13][CH:14]=1)(C)(C)C.C(Cl)CCl.[CH:31]1[CH:32]=[CH:33][C:34]2[N:39](O)N=N[C:35]=2[CH:36]=1.C(OC(N[C@@H:49]([CH2:53][C:54]1S[CH:56]=[CH:57][CH:58]=1)C(O)=O)=O)(C)(C)C.N1(CCCN)CCCC1.CN1CCOCC1>CN(C=O)C.CCOC(C)=O>[C:31]1([C:49]2[CH:53]=[CH:54][CH:58]=[CH:57][CH:56]=2)[CH:36]=[CH:35][C:34]([NH:39][C:6](=[O:26])[NH:7][C@@H:8]([CH2:9][C:10]2[S:11][CH:12]=[CH:13][CH:14]=2)[C:15]([NH:16][CH2:17][CH2:18][CH2:19][N:20]2[CH2:21][CH2:22][CH2:23][CH2:24]2)=[O:25])=[CH:33][CH:32]=1. Procedure details: [(S)-1-(3-Pyrrolidin-1-yl-propylcarbamoyl)-2-thiophen-2-yl-ethyl]-carbamic acid tert-butyl ester. To a mixture of EDC (0.53 g, 2.77 mmol), HOBT (0.37 g, 2.77 mmol) and (S)-2-tert-butoxycarbonylamino-3-thiophen-2-yl-propionic acid (0.5 g, 1.85 mmol) in DMF (10 mL), 3-pyrrolidin-1-yl-propylamine (3.85 g, 30 mmol) was added followed by N-methyl morpholine (0.37 g, 3.69 mmol) at rt. The solution was stirred for 15 h, diluted with EtOAc (150 mL), washed with saturated NaHCO3 (2×50 mL) and brine (2×50... Starting materials: BrC=1N=C(C(=NC1)NN)Cl ((5-bromo-3-chloro-pyrazin-2-yl)-hydrazine), ClC(Cl)(OC(OC(Cl)(Cl)Cl)=O)Cl (triphosgene). The solvent is C1CCOC1 (THF). Yields the product BrC=1N=C(C=2N(C1)C(NN2)=O)Cl (6-bromo-8-chloro-2H-[1,2,4]triazolo[4,3-a]pyrazin-3-one). RXN SMILES: [Br:1][C:2]1[N:3]=[C:4]([Cl:10])[C:5]([NH:8][NH2:9])=[N:6][CH:7]=1.Cl[C:12](Cl)([O:14]C(=O)OC(Cl)(Cl)Cl)Cl>C1COCC1>[Br:1][C:2]1[N:3]=[C:4]([Cl:10])[C:5]2[N:6]([C:12](=[O:14])[NH:9][N:8]=2)[CH:7]=1. Procedure details: A solution of 2.50 g of the product of Step C in THF (60 mL) was stirred as 3.32 g of triphosgene was added in portions to provide a tan suspension. A homogeneous solution was obtained after 30 min. and the excess phosgene was destroyed by the careful addition of water and the mixture was extracted with EtOAc. The organic extracts were washed with sat. sodium chloride solution, dried over magnesium sulfate, filtered, and concentrated to afford 6-bromo-8-chloro-2H-[1,2,4]triazolo[4,3-a]pyrazin-3-... Starting materials: COc1cc(OC)c(C=O)cc1Br, O=C([O-])[O-], C1=COCC1, [Cs+], [Cs+], C1COCCO1, O. The product is COc1cc(OC)c(C2C=CCO2)cc1C=O. RXN SMILES: [Br:1][c:2]1[c:3]([O:12][CH3:13])[cH:4][c:5]([O:10][CH3:11])[c:6]([CH:7]=[O:8])[cH:9]1.[C:19](=[O:20])([O-:21])[O-:22].[CH2:14]1[CH2:15][CH:16]=[CH:17][O:18]1.[Cs+:23].[Cs+:24].[O:25]1[CH2:26][CH2:27][O:28][CH2:29][CH2:30]1.[OH2:31]>>[c:2]1([CH:17]2[CH:16]=[CH:15][CH2:14][O:18]2)[c:3]([O:12][CH3:13])[cH:4][c:5]([O:10][CH3:11])[c:6]([CH:7]=[O:8])[cH:9]1. Starting materials: COC1=CC(=C(C=O)C(=C1)OC)O (4,6-dimethoxy-2-hydroxybenzaldehyde), C(C)(C)(C)NO (N-tert-butylhydroxylamine). The product is COC1=CC(=C(C(=C1)OC)C=[N+]([O-])C(C)(C)C)O (α-(4,6-Dimethoxy-2-hydroxyphenyl)-N-tert-butylnitrone). RXN SMILES: [CH3:1][O:2][C:3]1[CH:10]=[C:9]([O:11][CH3:12])[C:6]([CH:7]=O)=[C:5]([OH:13])[CH:4]=1.[C:14]([NH:18][OH:19])([CH3:17])([CH3:16])[CH3:15]>>[CH3:1][O:2][C:3]1[CH:10]=[C:9]([O:11][CH3:12])[C:6]([CH:7]=[N+:18]([C:14]([CH3:17])([CH3:16])[CH3:15])[O-:19])=[C:5]([OH:13])[CH:4]=1. Procedure: The title compound was prepared according to the procedure described in Example 1 using 4,6-dimethoxy-2-hydroxybenzaldehyde and N-tert-butylhydroxylamine. The title compound was isolated in 60.7% yield as a yellow crystalline solid, m.p. 97.3° C. (Rf=0.38 on a silica gel plate using 7:3 hexanes/EtOAc as an eluant). The reactants are ClC1=CC=C(C=C1)C=1N=CC(=NC1)O (5-(4-chloro-phenyl)-pyrazin-2-ol), C(C)OC(=O)C1(CN(CC1)C(C1=C(C=CC=C1)OC)=O)CI (3-iodomethyl-1-(2-methoxy-benzoyl)-pyrrolidine-3-carboxylic acid ethyl ester). Product: C(C)OC(=O)C1(CN(CC1)C(C1=C(C=CC=C1)OC)=O)COC1=NC=C(N=C1)C1=CC=C(C=C1)Cl (3-[5-(4-Chloro-phenyl)-pyrazin-2-yloxymethyl]-1-(2-methoxy-benzoyl)-pyrrolidine-3-carboxylic acid ethyl ester), solid. Yield: 18.0%. As a reaction SMILES: [Cl:1][C:2]1[CH:7]=[CH:6][C:5]([C:8]2[N:9]=[CH:10][C:11]([OH:14])=[N:12][CH:13]=2)=[CH:4][CH:3]=1.[CH2:15]([O:17][C:18]([C:20]1([CH2:35]I)[CH2:24][CH2:23][N:22]([C:25](=[O:34])[C:26]2[CH:31]=[CH:30][CH:29]=[CH:28][C:27]=2[O:32][CH3:33])[CH2:21]1)=[O:19])[CH3:16]>>[CH2:15]([O:17][C:18]([C:20]1([CH2:35][O:14][C:11]2[CH:10]=[N:9][C:8]([C:5]3[CH:4]=[CH:3][C:2]([Cl:1])=[CH:7][CH:6]=3)=[CH:13][N:12]=2)[CH2:24][CH2:23][N:22]([C:25](=[O:34])[C:26]2[CH:31]=[CH:30][CH:29]=[CH:28][C:27]=2[O:32][CH3:33])[CH2:21]1)=[O:19])[CH3:16]. Procedure: The title compound was prepared according to the method described for Preparation 29 using 5-(4-chloro-phenyl)-pyrazin-2-ol (Preparation 25) and 3-iodomethyl-1-(2-methoxy-benzoyl)-pyrrolidine-3-carboxylic acid ethyl ester (Preparation 15) to afford the racemate as a white solid (45 mg, 18%) Starting materials: [Cl-], [Cl-], Cl, O=N[O-], Cc1cc(C)cc(Oc2ccc(C#N)cc2N)c1, [Na+], O=S=O, O, O, O. Product: Cc1cc(C)cc(Oc2ccc(C#N)cc2S(=O)(=O)Cl)c1. Reaction SMILES: [Cl-:26].[Cl-:30].[ClH:19].[N:20]([O-:21])=[O:22].[NH2:1][c:2]1[cH:3][c:4]([C:5]#[N:6])[cH:7][cH:8][c:9]1[O:10][c:11]1[cH:12][c:13]([CH3:18])[cH:14][c:15]([CH3:17])[cH:16]1.[Na+:23].[O:27]=[S:28]=[O:29].[OH2:24].[OH2:25].[OH2:31]>>[c:2]1([S:28]([Cl:19])(=[O:27])=[O:29])[cH:3][c:4]([C:5]#[N:6])[cH:7][cH:8][c:9]1[O:10][c:11]1[cH:12][c:13]([CH3:18])[cH:14][c:15]([CH3:17])[cH:16]1.